Dataset: the Open Reaction Database (ORD), a public repository of structured organic reaction records. Task: describe an organic reaction: reactants, conditions, products, and yield Reactants: CN(CC1=CC=CC=C1)C (dimethylbenzyl amine), C(C=C)Cl (allyl chloride). Solvent: C(C)(=O)OCC (ethyl acetate). Reaction conditions: time 7 day. Yields the product [Cl-].C(C=C)[N+](C)(C)CC1=CC=CC=C1 (Allyl benzyl dimethylammonium chloride). As a reaction SMILES: [CH3:1][N:2]([CH3:10])[CH2:3][C:4]1[CH:9]=[CH:8][CH:7]=[CH:6][CH:5]=1.[CH2:11]([Cl:14])[CH:12]=[CH2:13]>C(OCC)(=O)C>[Cl-:14].[CH2:11]([N+:2]([CH2:3][C:4]1[CH:9]=[CH:8][CH:7]=[CH:6][CH:5]=1)([CH3:10])[CH3:1])[CH:12]=[CH2:13] |f:3.4|. Procedure: 27 grams of dimethylbenzyl amine was added to 15.4 grams of allyl chloride in 42.4 grams of ethyl acetate. The reaction was endothermic, with a crystalline product forming within 5 minutes. After 7 days standing at 25° C., the white solid was filtered, washed, and dried. The chloride content of the quaternary halide was 95.5% of theoretical. The reactants are NC1=CC=C(C=C1)O (4-aminophenol), CC(CC(=O)Cl)(C)C (3,3-dimethyl-butyryl chloride), N1=CC=CC=C1 (pyridine). Solvent: ClCCl (dichloromethane). Reaction conditions: time 8 hour. Yields the product OC1=CC=C(C=C1)NC(CC(C)(C)C)=O (N-(4-Hydroxy-phenyl)-3,3-dimethyl-butyramide). The yield is 31.7%. RXN SMILES: [NH2:1][C:2]1[CH:7]=[CH:6][C:5]([OH:8])=[CH:4][CH:3]=1.[CH3:9][C:10]([CH3:16])([CH3:15])[CH2:11][C:12](Cl)=[O:13].N1C=CC=CC=1>ClCCl>[OH:8][C:5]1[CH:6]=[CH:7][C:2]([NH:1][C:12](=[O:13])[CH2:11][C:10]([CH3:16])([CH3:15])[CH3:9])=[CH:3][CH:4]=1. Procedure: To a solution of 4-aminophenol (3.27 g, 30.0 mmol) in dichloromethane (50 ml) were added 3,3-dimethyl-butyryl chloride (8.08 g, 60.0 mmol) and pyridine (4.85 ml, 60.0 mmol), while cooling the reaction mixture in an ice bath. After the addition was completed, the cooling bath was removed and stirring was continued overnight at room temperature. The solvent was removed by evaporation and the residue was dissolved in THF (300 ml). 6N NaOH (aq, 35 ml) was added and the mixture was stirred at room te... Starting materials: NC1=C(NC=C1)C(=O)OCC (3-amino-2-ethoxycarbonyl-pyrrole), ClC1=CC2=C(NC(=N2)SC2=CC=C(O2)C=O)C(=C1)C (5-(5-chloro-7-methyl-1H-benzimidazol-2-ylsulfanyl)-furan-2-carbaldehyde), C1(CC(CCC1)=O)=O (1,3-cyclohexanedione). Run in C(CCC)O (1-butanol). Product: C(C)OC(=O)C=1NC=C2C1NC=1CCCC(C1C2C=2OC(=CC2)SC2=NC1=C(N2)C(=CC(=C1)Cl)C)=O (9-[5-(5-Chloro-7-methyl-1H-benzimidazol-2-ylsulfanyl)-furan-2-yl]-8-oxo-4,5,6,7,8,9-hexahydro-2H-pyrrolo[3,4-b]quinoline-3-carboxylic acid ethyl ester). RXN SMILES: [NH2:1][C:2]1[CH:6]=[CH:5][NH:4][C:3]=1[C:7]([O:9][CH2:10][CH3:11])=[O:8].[Cl:12][C:13]1[CH:29]=[C:28]([CH3:30])[C:16]2[NH:17][C:18]([S:20][C:21]3[O:25][C:24]([CH:26]=O)=[CH:23][CH:22]=3)=[N:19][C:15]=2[CH:14]=1.[C:31]1(=O)[CH2:36][CH2:35][CH2:34][C:33](=[O:37])[CH2:32]1>C(O)CCC>[CH2:10]([O:9][C:7]([C:3]1[NH:4][CH:5]=[C:6]2[CH:26]([C:24]3[O:25][C:21]([S:20][C:18]4[NH:17][C:16]5[C:28]([CH3:30])=[CH:29][C:13]([Cl:12])=[CH:14][C:15]=5[N:19]=4)=[CH:22][CH:23]=3)[C:32]3[C:33](=[O:37])[CH2:34][CH2:35][CH2:36][C:31]=3[NH:1][C:2]=12)=[O:8])[CH3:11]. Reported procedure: A mixture of 3-amino-2-ethoxycarbonyl-pyrrole (0.158 g, 1.02 mmol), 5-(5-chloro-7-methyl-1H-benzimidazol-2-ylsulfanyl)-furan-2-carbaldehyde (0.30 g, 1.02 mmol) and 1,3-cyclohexanedione (0.115 g, 1.02 mmol) in 5 ml of 1-butanol is heated at reflux temperature for 4 h. The reaction mixture is then concentrated under reduced pressure and the residue is purified on a silica gel column (34 g) eluted with a mixture of cyclohexane and ethylacetate (7/3, v/v). The fractions containing the expected produ... The reactants are OCc1cc2c(Br)cccc2o1, CCOC(C)=O. Reaction SMILES: [Br:1][c:2]1[cH:3][cH:4][cH:5][c:6]2[c:7]1[cH:8][c:9]([CH2:11][OH:12])[o:10]2.[CH3:13][CH2:14][O:15][C:16](=[O:17])[CH3:18]>>[Br:1][c:2]1[cH:3][cH:4][cH:5][c:6]2[c:7]1[cH:8][c:9]([CH:11]=[O:12])[o:10]2. Yields the product O=Cc1cc2c(Br)cccc2o1.